Task: describe an organic reaction: reactants, conditions, products, and yield. Dataset: the Open Reaction Database (ORD), a public repository of structured organic reaction records The reactants are Cl, CCOC(=O)CC(c1ccccc1)n1cnc2ccc(NC(=O)c3ccc(N)cc3)cc21. Product: Nc1ccc(C(=O)Nc2ccc3ncn(C(CC(=O)O)c4ccccc4)c3c2)cc1. As a reaction SMILES: [ClH:33].[NH2:1][c:2]1[cH:3][cH:4][c:5]([C:6](=[O:7])[NH:8][c:9]2[cH:10][cH:11][c:12]3[c:13]([n:14]([CH:17]([CH2:18][C:19](=[O:20])[O:21][CH2:22][CH3:23])[c:24]4[cH:25][cH:26][cH:27][cH:28][cH:29]4)[cH:15][n:16]3)[cH:30]2)[cH:31][cH:32]1>>[NH2:1][c:2]1[cH:3][cH:4][c:5]([C:6](=[O:7])[NH:8][c:9]2[cH:10][cH:11][c:12]3[c:13]([n:14]([CH:17]([CH2:18][C:19](=[O:20])[OH:21])[c:24]4[cH:25][cH:26][cH:27][cH:28][cH:29]4)[cH:15][n:16]3)[cH:30]2)[cH:31][cH:32]1. RXN SMILES: C(P1(=O)OP(CCC)(=O)OP(CCC)(=O)O1)CC.Cl.CC[N:22]([CH:26](C)C)C(C)C.[C:29]([C:31]1[CH:32]=[C:33]([C:37]2[N:38]([CH2:50][CH2:51][CH2:52][C:53]([O-])=[O:54])[CH:39]=[C:40]3[C:45]=2[C:44](=[O:46])[N:43]([CH3:47])[C:42](=[O:48])[N:41]3[CH3:49])[CH:34]=[CH:35][CH:36]=1)#[N:30].[Li+].CN([CH:60]=[O:61])C>>[C:29]([C:31]1[CH:32]=[C:33]([C:37]2[N:38]([CH2:50][CH2:51][CH2:52][C:53]([N:22]([O:61][CH3:60])[CH3:26])=[O:54])[CH:39]=[C:40]3[C:45]=2[C:44](=[O:46])[N:43]([CH3:47])[C:42](=[O:48])[N:41]3[CH3:49])[CH:34]=[CH:35][CH:36]=1)#[N:30] |f:3.4|. The reactants are C(CC)P1(OP(OP(O1)(=O)CCC)(=O)CCC)=O (T3P), Cl (hydrochloride), CCN(C(C)C)C(C)C (DIPEA), C(#N)C=1C=C(C=CC1)C=1N(C=C2N(C(N(C(C21)=O)C)=O)C)CCCC(=O)[O-].[Li+] (lithium 4-(5-(3-cyanophenyl)-1,3-dimethyl-2,4-dioxo-3,4-dihydro-1H-pyrrolo[3,4-d]pyrimidin-6(2H)-yl)butanoate), CN(C)C=O (DMF). Procedure: T3P® (31.3 ml, 52.6 mmol) was added dropwise to a solution of N,O-dimethyllhydroxylamine hydrochloride (2.70 g, 27.6 mmol), DIPEA (18.39 ml, 105 mmol) and lithium 4-(5-(3-cyanophenyl)-1,3-dimethyl-2,4-dioxo-3,4-dihydro-1H-pyrrolo[3,4-d]pyrimidin-6(2H)-yl)butanoate (9.8 g, 26.3 mmol) in DMF (263 mL). The mixture was stirred at room temperature for 40 minutes and quenched with water (250 mL). The resultant precipitate was collected by filtration under reduced pressure to afford the title compound. Run at time 40 minute. Yields the product C(#N)C=1C=C(C=CC1)C=1N(C=C2N(C(N(C(C21)=O)C)=O)C)CCCC(=O)N(C)OC (4-(5-(3-Cyanophenyl)-1,3-dimethyl-2,4-dioxo-3,4-dihydro-1H-pyrrolo[3,4-d]pyrimidin-6(2H)-yl)-N-methoxy-N-methylbutanamide). Starting materials: CCO, Cl, Cl, [H-], [Na+], ClCCN1CCOCC1, C1COCCO1, Oc1ccccc1-c1nc(-c2ccccc2)no1. Yields the product c1ccc(-c2noc(-c3ccccc3OCCN3CCOCC3)n2)cc1. As a reaction SMILES: [CH3:38][CH2:39][OH:40].[ClH:21].[ClH:31].[H-:19].[Na+:20].[O:22]1[CH2:23][CH2:24][N:25]([CH2:28][CH2:29][Cl:30])[CH2:26][CH2:27]1.[O:32]1[CH2:33][CH2:34][O:35][CH2:36][CH2:37]1.[OH:1][c:2]1[c:3](-[c:8]2[n:9][c:10](-[c:13]3[cH:14][cH:15][cH:16][cH:17][cH:18]3)[n:11][o:12]2)[cH:4][cH:5][cH:6][cH:7]1>>[O:1]([c:2]1[c:3](-[c:8]2[n:9][c:10](-[c:13]3[cH:14][cH:15][cH:16][cH:17][cH:18]3)[n:11][o:12]2)[cH:4][cH:5][cH:6][cH:7]1)[CH2:29][CH2:28][N:25]1[CH2:24][CH2:23][O:22][CH2:27][CH2:26]1. Reactants: ON=C(C(=O)OCC)C(=O)C1=CC=C(C=C1)C (Ethyl 2-hydroxyimino-3-(4-methylphenyl)-3-oxopropionate), [N+](=O)([O-])C1=CC=C(CN)C=C1 (4-nitrobenzylamine). The product is CC1=CC=C(C=C1)C1=C(N=C(N1)C1=CC=C(C=C1)[N+](=O)[O-])C(=O)OCC (ethyl 5-(4-methylphenyl)-2-(4-nitrophenyl)imidazole-4-carboxylate). The yield is 77.7%. Reaction SMILES: O[N:2]=[C:3]([C:9]([C:11]1[CH:16]=[CH:15][C:14]([CH3:17])=[CH:13][CH:12]=1)=O)[C:4]([O:6][CH2:7][CH3:8])=[O:5].[N+:18]([C:21]1[CH:28]=[CH:27][C:24]([CH2:25][NH2:26])=[CH:23][CH:22]=1)([O-:20])=[O:19]>>[CH3:17][C:14]1[CH:15]=[CH:16][C:11]([C:9]2[NH:26][C:25]([C:24]3[CH:23]=[CH:22][C:21]([N+:18]([O-:20])=[O:19])=[CH:28][CH:27]=3)=[N:2][C:3]=2[C:4]([O:6][CH2:7][CH3:8])=[O:5])=[CH:12][CH:13]=1. Procedure: Ethyl 2-hydroxyimino-3-(4-methylphenyl)-3-oxopropionate (50.0 g) and 4-nitrobenzylamine (50.0 g) were reacted and treated in the same manner as in Starting Material Synthetic Example 1 to give ethyl 5-(4-methylphenyl)-2-(4-nitrophenyl)imidazole-4-carboxylate (58.0 g), which was dissolved in ethyl alcohol (1200 ml). Thereto was added 1 M sodium hydroxide solution (300 ml) and the mixture was reacted and treated in the same manner as in Starting Material Synthetic Example 2 to give 5-(4-methylphen... Starting materials: C1CCOC1, CO, O=C(N(F)Cc1ccccc1)C(F)(F)C1CCCc2ccc([N+](=O)[O-])cc21. The product is Nc1ccc2c(c1)C(C(F)(F)C(=O)N(F)Cc1ccccc1)CCC2. Reaction SMILES: [CH2:28]1[O:29][CH2:30][CH2:31][CH2:32]1.[CH3:33][OH:34].[N+:1]([O-:2])(=[O:3])[c:4]1[cH:5][cH:6][c:7]2[c:12]([cH:13]1)[CH:11]([C:14]([C:15](=[O:16])[N:17]([CH2:18][c:19]1[cH:20][cH:21][cH:22][cH:23][cH:24]1)[F:25])([F:26])[F:27])[CH2:10][CH2:9][CH2:8]2>>[NH2:1][c:4]1[cH:5][cH:6][c:7]2[c:12]([cH:13]1)[CH:11]([C:14]([C:15](=[O:16])[N:17]([CH2:18][c:19]1[cH:20][cH:21][cH:22][cH:23][cH:24]1)[F:25])([F:26])[F:27])[CH2:10][CH2:9][CH2:8]2. Reactants: solution, C1(=CC=CC=C1)[Mg]Br (phenyl magnesium bromide), C1(CCCO1)=O (γ-butyrolactone), [Cl-].[NH4+] (ammonium chloride), Cl (hydrochloric acid). The solvent is C1CCOC1 (THF), C1CCOC1 (THF). Reaction conditions: time 8 hour. The product is C1(=CC=CC=C1)C(CCCO)(O)C1=CC=CC=C1 (1,1-diphenyl-1,4-butanediol). RXN SMILES: [C:1]1([Mg]Br)[CH:6]=[CH:5][CH:4]=[CH:3][CH:2]=1.[C:9]1(=[O:14])[O:13][CH2:12][CH2:11][CH2:10]1.[Cl-].[NH4+].Cl>C1COCC1>[C:1]1([C:9]([C:1]2[CH:6]=[CH:5][CH:4]=[CH:3][CH:2]=2)([OH:14])[CH2:10][CH2:11][CH2:12][OH:13])[CH:6]=[CH:5][CH:4]=[CH:3][CH:2]=1 |f:2.3|. Reported procedure: 60 ml (120 mmol) of 2 M solution of phenyl magnesium bromide in THF was added dropwise to 4.33 g (50.3 mmol) of γ-butyrolactone in 60 ml of THF for the duration of 50 minutes. After stirring at room temperature overnight, a saturated aqueous ammonium chloride solution and then 2 N hydrochloric acid were added dropwise to the reaction mixture. After the extraction with ethyl acetate, the organic layer was dried over anhydrous sodium sulfate and concentrated under reduced pressure to obtain the ti... The reactants are Nc1nc2c(Br)cccn2n1, OB(O)c1ccc(Cl)cc1, [Na+], [Na+], O=C([O-])[O-], C1COCCO1. Yields the product Nc1nc2c(-c3ccc(Cl)cc3)cccn2n1. Reaction SMILES: [Br:1][c:2]1[c:3]2[n:4]([cH:5][cH:6][cH:7]1)[n:8][c:9]([NH2:11])[n:10]2.[Cl:12][c:13]1[cH:14][cH:15][c:16]([B:19]([OH:20])[OH:21])[cH:17][cH:18]1.[Na+:28].[Na+:29].[O-:30][C:31](=[O:32])[O-:33].[O:22]1[CH2:23][CH2:24][O:25][CH2:26][CH2:27]1>>[c:2]1(-[c:16]2[cH:15][cH:14][c:13]([Cl:12])[cH:18][cH:17]2)[c:3]2[n:4]([cH:5][cH:6][cH:7]1)[n:8][c:9]([NH2:11])[n:10]2.